Task: describe an organic reaction: reactants, conditions, products, and yield. Dataset: the Open Reaction Database (ORD), a public repository of structured organic reaction records Starting materials: C(C)(C)(C)C1=CC(=C(C=N1)C=1N([C@]([C@](N1)(C)C1=CC=C(C=C1)Cl)(C)C1=CC=C(C=C1)Cl)C(=O)Cl)OCC ((4S,5R)-2-(6-tert-butyl-4-ethoxy-pyridin-3-yl)-4,5-bis-(4-chloro-phenyl)-4,5-dimethyl-4,5-dihydro-imidazole-1-carbonyl chloride), Cl.Cl.CS(=O)(=O)CCCN1CCNCC1 (1-(3-methanesulfonyl-propyl)-piperazine dihydrochloride), Cl.Cl.C(C)S(=O)(=O)CCCN1CCNCC1 (1-(3-ethanesulfonyl-propyl)-piperazine dihydrochloride), C(C)SCCCO (3-ethylsulfanyl-propan-1-ol). Product: C(C)(C)(C)C1=CC(=C(C=N1)C=1N([C@]([C@](N1)(C)C1=CC=C(C=C1)Cl)(C)C1=CC=C(C=C1)Cl)C(=O)N1CCN(CC1)CCCS(=O)(=O)CC)OCC ([(4S,5R)-2-(6-tert-Butyl-4-ethoxy-pyridin-3-yl)-4,5-bis-(4-chloro-phenyl)-4,5-dimethyl-4,5-dihydro-imidazol-1-yl]-[4-(3-ethanesulfonyl-propyl)-piperazin-1-yl]-methanone). Reaction SMILES: [C:1]([C:5]1[N:10]=[CH:9][C:8]([C:11]2[N:12]([C:32](Cl)=[O:33])[C@@:13]([C:25]3[CH:30]=[CH:29][C:28]([Cl:31])=[CH:27][CH:26]=3)([CH3:24])[C@@:14]([C:17]3[CH:22]=[CH:21][C:20]([Cl:23])=[CH:19][CH:18]=3)([CH3:16])[N:15]=2)=[C:7]([O:35][CH2:36][CH3:37])[CH:6]=1)([CH3:4])([CH3:3])[CH3:2].Cl.Cl.[CH2:40]([S:42]([CH2:45][CH2:46][CH2:47][N:48]1[CH2:53][CH2:52][NH:51][CH2:50][CH2:49]1)(=[O:44])=[O:43])[CH3:41].C(SCCCO)C.Cl.Cl.CS(CCCN1CCNCC1)(=O)=O>>[C:1]([C:5]1[N:10]=[CH:9][C:8]([C:11]2[N:12]([C:32]([N:51]3[CH2:52][CH2:53][N:48]([CH2:47][CH2:46][CH2:45][S:42]([CH2:40][CH3:41])(=[O:44])=[O:43])[CH2:49][CH2:50]3)=[O:33])[C@@:13]([C:25]3[CH:26]=[CH:27][C:28]([Cl:31])=[CH:29][CH:30]=3)([CH3:24])[C@@:14]([C:17]3[CH:18]=[CH:19][C:20]([Cl:23])=[CH:21][CH:22]=3)([CH3:16])[N:15]=2)=[C:7]([O:35][CH2:36][CH3:37])[CH:6]=1)([CH3:2])([CH3:3])[CH3:4] |f:1.2.3,5.6.7|. Procedure: In a manner analogous to the method described in examples 8, (4S,5R)-2-(6-tert-butyl-4-ethoxy-pyridin-3-yl)-4,5-bis-(4-chloro-phenyl)-4,5-dimethyl-4,5-dihydro-imidazole-1-carbonyl chloride (example 51) was coupled with 1-(3-ethanesulfonyl-propyl)-piperazine dihydrochloride (prepared from 3-ethylsulfanyl-propan-1-ol in an analogous manner as the method described for 1-(3-methanesulfonyl-propyl)-piperazine dihydrochloride, Ding, Q. et al. WO2007063013) to give the title compound. HR-MS (ES, m/z) c...